From a dataset of the Open Reaction Database (ORD), a public repository of structured organic reaction records. describe an organic reaction: reactants, conditions, products, and yield Starting materials: CN(C1=CC(=C(C=C1)N)[N+](=O)[O-])C (N4,N4-dimethyl-2-nitrobenzene-1,4-diamine). Reagents/catalysts: [Pd] (palladium-on-charcoal). Product: CN(C=1C=C(C(=CC1)N)N)C (N4,N4-dimethylbenzene-1,2,4-triamine). Reaction SMILES: [CH3:1][N:2]([CH3:13])[C:3]1[CH:8]=[CH:7][C:6]([NH2:9])=[C:5]([N+:10]([O-])=O)[CH:4]=1>[Pd]>[CH3:1][N:2]([CH3:13])[C:3]1[CH:4]=[C:5]([NH2:10])[C:6]([NH2:9])=[CH:7][CH:8]=1. Procedure details: In a 20 ml single-necked flask, introduce successively, under an argon atmosphere, 23 mg of N4,N4-dimethylbenzene-1,2,4-triamine, which can be obtained by catalytic hydrogenation of N4,N4-dimethyl-2-nitrobenzene-1,4-diamine in the presence of 10% palladium-on-charcoal under an initial hydrogen pressure of 5 bar at 20° C., 53 mg of (4-formyl-9H -fluoren-9(R,S)-yl)amide of 1H-pyrrolo[2,3-b]pyridine-4-carboxylic acid, prepared as in stage 6 of Example 234, and 24 mg of ferric chloride and 2 ml of d... Reactants: O=C([O-])O, NC1CCc2cc(F)ccc2C1Cc1ccccc1, CS(C)=O, Cl, [Na+], O=C(Nc1cccc2c(Cl)nccc12)Oc1ccccc1. Yields the product O=C(Nc1cccc2c(Cl)nccc12)NC1CCc2cc(F)ccc2C1Cc1ccccc1. As a reaction SMILES: [C:42](=[O:43])([OH:44])[O-:45].[CH2:23]([c:24]1[cH:25][cH:26][cH:27][cH:28][cH:29]1)[CH:30]1[CH:31]([NH2:41])[CH2:32][CH2:33][c:34]2[cH:35][c:36]([F:40])[cH:37][cH:38][c:39]21.[CH3:47][S:48]([CH3:49])=[O:50].[ClH:22].[Na+:46].[c:1]1([O:2][C:8]([NH:9][c:10]2[c:11]3[cH:12][cH:13][n:14][c:15]([Cl:20])[c:16]3[cH:17][cH:18][cH:19]2)=[O:21])[cH:3][cH:4][cH:5][cH:6][cH:7]1>>[C:8]([NH:9][c:10]1[c:11]2[cH:12][cH:13][n:14][c:15]([Cl:20])[c:16]2[cH:17][cH:18][cH:19]1)(=[O:21])[NH:41][CH:31]1[CH:30]([CH2:23][c:24]2[cH:25][cH:26][cH:27][cH:28][cH:29]2)[c:39]2[c:34]([cH:35][c:36]([F:40])[cH:37][cH:38]2)[CH2:33][CH2:32]1. Starting materials: [N+](=O)([O-])C=1C(C2=C(NC1)SC(=C2)C)=O (5-Nitro-2-methylthieno[2,3-b]pyridin-4(7H)-one), P(=O)(Cl)(Cl)Cl (phosphorus oxychloride). Yields the product ClC1=C2C(=NC=C1[N+](=O)[O-])SC(=C2)C (4-Chloro-5-nitro-2-methylthieno[2,3-b]pyridine). The yield is 68.0%. RXN SMILES: [N+:1]([C:4]1[C:5](=O)[C:6]2[CH:12]=[C:11]([CH3:13])[S:10][C:7]=2[NH:8][CH:9]=1)([O-:3])=[O:2].P(Cl)(Cl)([Cl:17])=O>>[Cl:17][C:5]1[C:4]([N+:1]([O-:3])=[O:2])=[CH:9][N:8]=[C:7]2[S:10][C:11]([CH3:13])=[CH:12][C:6]=12. Procedure: A mixture of 2.26 g of 5-nitro-2-methylthieno[2,3-b]pyridine-4(7H)-one 2 and 10 ml of phosphorus oxychloride is refluxed for 1 hour. The reaction mixture is concentrated to dryness in vacuo and the residue is taken up on ethyl acetate. The organic phase is dried over magnesium sulfate and treated with activated charcoal. The mixture is filtered and the solvent is evaporated in vacuo. The crude product is recrystallized from ethyl acetate-n-hexane to give 1.90 g (68%) of Compound 3 as colorless c... Starting materials: ClC=1C=C(C=CC1Cl)C1(CCCCC1)C(C)=O (1-(1-(3,4-dichlorophenyl)cyclohexyl)ethanone), CN (methyl amine), [BH3-]C#N.[Na+] (NaBH3CN). Reagents/catalysts: [Ti+4] (Titanium (IV)). Reaction conditions: time 2 minute. Product: ClC=1C=C(C=CC1Cl)C1(CCCCC1)C(C)NC (1-(1-(3,4-dichlorophenyl)cyclohexyl)-N-methylethanamine). Yield: 4.4%. RXN SMILES: [Cl:1][C:2]1[CH:3]=[C:4]([C:9]2([C:15](=O)[CH3:16])[CH2:14][CH2:13][CH2:12][CH2:11][CH2:10]2)[CH:5]=[CH:6][C:7]=1[Cl:8].CN.[BH3-][C:21]#[N:22].[Na+]>[Ti+4]>[Cl:1][C:2]1[CH:3]=[C:4]([C:9]2([CH:15]([NH:22][CH3:21])[CH3:16])[CH2:14][CH2:13][CH2:12][CH2:11][CH2:10]2)[CH:5]=[CH:6][C:7]=1[Cl:8] |f:2.3|. Procedure: A mixture of 1-(1-(3,4-dichlorophenyl)cyclohexyl)ethanone (247 mg, 0.91 mmol) and methyl amine (455 μL, 2.0 M in THF, 0.91 mmol) was stirred at RT for 2 min. Titanium (IV) isoproxide (336 μL, 1.14 mmol) was then added. The viscous green/yellow solution was stirred at RT for 3 h. NaBH3CN solution (640 μL, 1.0 M in MeOH, 0.64 mmol) was added and the cloudy solution was stirred at RT for 16 h. The solution was quenched with saturated NaCl solution (3 mL), filtered, and washed with MeOH (50 mL). 6M ... The reactants are CN1N=CC=C1C(=O)O (1-methyl-1H-pyrazole-5-carboxylic acid), NC=1C=C(OC=2C=CC=3N(C2)N=C(N3)NC(=O)C3CC3)C=CC1C (N-[6-(3-amino-4-methylphenoxy)[1,2,4]triazolo[1,5-a]pyridin-2-yl]cyclopropanecarboxamide), O1CCCC1 (tetrahydrofuran), S(=O)(Cl)Cl (thionyl chloride). The reagents and catalysts are CN(C=O)C (N,N-dimethylformamide). The solvent is CN(C(C)=O)C (N,N-dimethylacetamide). Product: C1(CC1)C(=O)NC1=NN2C(C=CC(=C2)OC=2C=CC(=C(C2)NC(=O)C2=CC=NN2C)C)=N1 (N-[5-({2-[(cyclopropylcarbonyl)amino][1,2,4]triazolo[1,5-a]pyridin-6-yl}oxy)-2-methylphenyl]-1-methyl-1H-pyrazole-5-carboxamide). The yield is 46.8%. Reaction SMILES: [CH3:1][N:2]1[C:6]([C:7]([OH:9])=O)=[CH:5][CH:4]=[N:3]1.O1CCCC1.S(Cl)(Cl)=O.[NH2:19][C:20]1[CH:21]=[C:22]([CH:39]=[CH:40][C:41]=1[CH3:42])[O:23][C:24]1[CH:25]=[CH:26][C:27]2[N:28]([N:30]=[C:31]([NH:33][C:34]([CH:36]3[CH2:38][CH2:37]3)=[O:35])[N:32]=2)[CH:29]=1>CN(C)C=O.CN(C)C(=O)C>[CH:36]1([C:34]([NH:33][C:31]2[N:32]=[C:27]3[CH:26]=[CH:25][C:24]([O:23][C:22]4[CH:39]=[CH:40][C:41]([CH3:42])=[C:20]([NH:19][C:7]([C:6]5[N:2]([CH3:1])[N:3]=[CH:4][CH:5]=5)=[O:9])[CH:21]=4)=[CH:29][N:28]3[N:30]=2)=[O:35])[CH2:37][CH2:38]1. Reported procedure: In the same manner as in Example 55 and using 1-methyl-1H-pyrazole-5-carboxylic acid (86.0 mg, 0.686 mmol), tetrahydrofuran (5 mL), thionyl chloride (118 μL, 1.36 mmol), N,N-dimethylformamide (2 drops), N-[6-(3-amino-4-methylphenoxy)[1,2,4]triazolo[1,5-a]pyridin-2-yl]cyclopropanecarboxamide (200 mg, 0.619 mmol) and N,N-dimethylacetamide (6 mL) as starting materials, the title compound (125 mg, 47%) was obtained as a white solid. Starting materials: CS(=O)(=O)OCCCCCCOC1=CC2=CC=CC=C2C=C1 (6-(2-naphthyloxy)-1-hexanol O-methanesulfonate), NC1=CC=C(C(=O)OCC)C=C1 (ethyl 4-aminobenzoate), CN(P(=O)(N(C)C)N(C)C)C (hexamethylphosphoramide). Solvent: O (water). Product: C1=C(C=CC2=CC=CC=C12)OCCCCCCNC1=CC=C(C(=O)OCC)C=C1 (Ethyl p-{[6-(2-naphthyloxy)hexyl]amino}benzoate). Reaction SMILES: CS(O[CH2:6][CH2:7][CH2:8][CH2:9][CH2:10][CH2:11][O:12][C:13]1[CH:22]=[CH:21][C:20]2[C:15](=[CH:16][CH:17]=[CH:18][CH:19]=2)[CH:14]=1)(=O)=O.[NH2:23][C:24]1[CH:34]=[CH:33][C:27]([C:28]([O:30][CH2:31][CH3:32])=[O:29])=[CH:26][CH:25]=1.CN(C)P(N(C)C)(N(C)C)=O>O>[CH:14]1[C:15]2[C:20](=[CH:19][CH:18]=[CH:17][CH:16]=2)[CH:21]=[CH:22][C:13]=1[O:12][CH2:11][CH2:10][CH2:9][CH2:8][CH2:7][CH2:6][NH:23][C:24]1[CH:25]=[CH:26][C:27]([C:28]([O:30][CH2:31][CH3:32])=[O:29])=[CH:33][CH:34]=1. Procedure details: A solution of 10.0 g. of 6-(2-naphthyloxy)-1-hexanol O-methanesulfonate and 9.7 g. of ethyl 4-aminobenzoate in 50 ml. of hexamethylphosphoramide is heated at 110° C. for 16 hours. The solution is cooled, diluted with water, filtered and the solid washed with ethanol and water to give 7.7 g. of product. Recrystallization from ethanol and once from acetone-hexane gives crystals, m.p. 109°-110° C. Procedure: Following General Procedure F, (R)-tert-butyl 2-(4-(8-methoxy-6-methyl-4-oxo-4,5-dihydrothieno[2,3-c]quinolin-9-yl)phenyl)propyl(methyl)carbamate (2.08 g, 4.23 mmol) was treated with BBr3 (1.0 M in CH2Cl2, 40 mL, 40 mmol) to afford the desired product as a yellow solid (1.05 g, 65%); 1H NMR (500 MHz, CD3OD) δ 7.60-7.54 (m, 2H), 7.46 (dd, J=7.8, 1.9 Hz, 1H), 7.37 (dd, J=7.9, 1.8 Hz, 1H), 7.31 (dd, J=7.7, 1.7 Hz, 1H), 7.08 (d, J=0.8 Hz, 1H), 6.16 (d, J=5.4 Hz, 1H), 3.37-3.24 (m, 3H), 2.74 (s, 3H),... The product is Br.OC1=C(C=2C3=C(C(NC2C(=C1)C)=O)SC=C3)C3=CC=C(C=C3)[C@H](CNC)C ((R)-8-Hydroxy-6-methyl-9-(4-(1-(methylamino)propan-2-yl)phenyl)thieno[2,3-c]quinolin-4(5H)-one Hydrobromide). As a reaction SMILES: C[O:2][C:3]1[CH:12]=[C:11]([CH3:13])[C:10]2[NH:9][C:8](=[O:14])[C:7]3[S:15][CH:16]=[CH:17][C:6]=3[C:5]=2[C:4]=1[C:18]1[CH:23]=[CH:22][C:21]([C@@H:24]([CH3:35])[CH2:25][N:26](C)[C:27](=O)OC(C)(C)C)=[CH:20][CH:19]=1.B(Br)(Br)[Br:37]>>[BrH:37].[OH:2][C:3]1[CH:12]=[C:11]([CH3:13])[C:10]2[NH:9][C:8](=[O:14])[C:7]3[S:15][CH:16]=[CH:17][C:6]=3[C:5]=2[C:4]=1[C:18]1[CH:23]=[CH:22][C:21]([C@@H:24]([CH3:35])[CH2:25][NH:26][CH3:27])=[CH:20][CH:19]=1 |f:2.3|. Starting materials: COC1=C(C=2C3=C(C(NC2C(=C1)C)=O)SC=C3)C3=CC=C(C=C3)[C@H](CN(C(OC(C)(C)C)=O)C)C ((R)-tert-butyl 2-(4-(8-methoxy-6-methyl-4-oxo-4,5-dihydrothieno[2,3-c]quinolin-9-yl)phenyl)propyl(methyl)carbamate), B(Br)(Br)Br (BBr3). The yield is 54.0%.